From a dataset of the Open Reaction Database (ORD), a public repository of structured organic reaction records. describe an organic reaction: reactants, conditions, products, and yield The reactants are COc1ncnc2sc(NC(=O)N3CCN(C(=O)OC(C)(C)C)CC3)nc12, ClCCl, Cl. The product is Cl, COc1ncnc2sc(NC(=O)N3CCNCC3)nc12. Reaction SMILES: [C:2]([O:3][C:4](=[O:5])[N:9]1[CH2:10][CH2:11][N:12]([C:15]([NH:16][c:17]2[s:18][c:19]3[n:20][cH:21][n:22][c:23]([O:26][CH3:27])[c:24]3[n:25]2)=[O:28])[CH2:13][CH2:14]1)([CH3:6])([CH3:7])[CH3:8].[CH2:29]([Cl:30])[Cl:31].[ClH:1]>>[ClH:1].[NH:9]1[CH2:10][CH2:11][N:12]([C:15]([NH:16][c:17]2[s:18][c:19]3[n:20][cH:21][n:22][c:23]([O:26][CH3:27])[c:24]3[n:25]2)=[O:28])[CH2:13][CH2:14]1. Starting materials: FC=1C=C(C=CC1N1CCNCC1)C(C)=O (1-(3-Fluoro-4-piperazin-1-yl-phenyl)-ethanone), ClC1=C(C(=O)O)C=C(C=C1)S(N)(=O)=O (2-Chloro-5-sulfamoyl-benzoic acid). The product is C(C)(=O)C1=CC(=C(C=C1)N1CCN(CC1)C(=O)C=1C=C(C=CC1Cl)S(=O)(=O)N)F (3-[4-(4-Acetyl-2-fluoro-phenyl)-piperazine-1-carbonyl]-4-chloro-benzenesulfonamide). RXN SMILES: [F:1][C:2]1[CH:3]=[C:4]([C:14](=[O:16])[CH3:15])[CH:5]=[CH:6][C:7]=1[N:8]1[CH2:13][CH2:12][NH:11][CH2:10][CH2:9]1.[Cl:17][C:18]1[CH:26]=[CH:25][C:24]([S:27](=[O:30])(=[O:29])[NH2:28])=[CH:23][C:19]=1[C:20](O)=[O:21]>>[C:14]([C:4]1[CH:5]=[CH:6][C:7]([N:8]2[CH2:13][CH2:12][N:11]([C:20]([C:19]3[CH:23]=[C:24]([S:27]([NH2:28])(=[O:30])=[O:29])[CH:25]=[CH:26][C:18]=3[Cl:17])=[O:21])[CH2:10][CH2:9]2)=[C:2]([F:1])[CH:3]=1)(=[O:16])[CH3:15]. Reported procedure: The title compound was prepared according to the procedure described for example K/step2 from 1-(3-Fluoro-4-piperazin-1-yl-phenyl)-ethanone and 2-Chloro-5-sulfamoyl-benzoic acid (CAS: 97-04-1; Basu; D.-G.; J.Indian Chem.Soc.; 16; 1939; 100, 106) (42%, white solid), MS (m/e): 438.1 (M−H, 100%) The reactants are N1=CC=C(C=C1)C=O (pyridine-4-aldehyde), C(C)OC(C=C(SCC)N)=O (3-amino-3-ethylmercaptoacrylic acid ethyl ester). The solvent is C(C)O (ethanol). The product is C(C)OC(=O)C1=C(N=C(C(C1C1=CC=NC=C1)C(=O)OCC)SCC)N (2-amino-4-(4-pyridyl)-6-ethylmercapto-4,5-dihydropyridine-3,5-dicarboxylic acid diethyl ester). Yield: 47.0%. Reaction SMILES: [N:1]1[CH:6]=[CH:5][C:4]([CH:7]=O)=[CH:3][CH:2]=1.[CH2:9]([O:11][C:12](=[O:19])[CH:13]=[C:14]([NH2:18])[S:15][CH2:16][CH3:17])[CH3:10]>C(O)C>[CH2:9]([O:11][C:12]([C:13]1[CH:7]([C:4]2[CH:3]=[CH:2][N:1]=[CH:6][CH:5]=2)[CH:13]([C:12]([O:11][CH2:9][CH3:10])=[O:19])[C:14]([S:15][CH2:16][CH3:17])=[N:18][C:14]=1[NH2:18])=[O:19])[CH3:10]. Reported procedure: Upon boiling a solution of 5.3 g of pyridine-4-aldehyde and 17.5 g of 3-amino-3-ethylmercaptoacrylic acid ethyl ester in 100 ml of ethanol for 5 hours, 2-amino-4-(4-pyridyl)-6-ethylmercapto-4,5-dihydropyridine-3,5-dicarboxylic acid diethyl ester of melting point 156° C is obtained. Yield: 47% of theory. Starting materials: COc1ccc(N)cc1OC, ClCCl, O=[N+]([O-])c1ccc(O)cc1F. Yields the product COc1ccc(Nc2cc(O)ccc2[N+](=O)[O-])cc1OC. As a reaction SMILES: [CH3:12][O:13][c:14]1[cH:15][c:16]([NH2:17])[cH:18][cH:19][c:20]1[O:21][CH3:22].[Cl:23][CH2:24][Cl:25].[F:1][c:2]1[cH:3][c:4]([OH:11])[cH:5][cH:6][c:7]1[N+:8](=[O:9])[O-:10]>>[c:2]1([NH:17][c:16]2[cH:15][c:14]([O:13][CH3:12])[c:20]([O:21][CH3:22])[cH:19][cH:18]2)[cH:3][c:4]([OH:11])[cH:5][cH:6][c:7]1[N+:8](=[O:9])[O-:10]. Reactants: Cl (hydrochloric acid), ClC=1C=C(C=CC1Cl)N(C(=O)N)O (1-(3,4-Dichlorophenyl)-1-hydroxyurea), water ice, ClC(=O)OCC (ethyl chloroformate). Solvent: [OH-].[Na+] (sodium hydroxide). Run at time 0.5 hour. The product is ClC=1C=C(C=CC1Cl)N1OC(NC1=O)=O (2-(3,4-dichlorophenyl)-1,2,4-oxadiazolidin-3,5-dione). As a reaction SMILES: [Cl:1][C:2]1[CH:3]=[C:4]([N:9]([OH:13])[C:10]([NH2:12])=[O:11])[CH:5]=[CH:6][C:7]=1[Cl:8].Cl[C:15](OCC)=[O:16].Cl>[OH-].[Na+]>[Cl:1][C:2]1[CH:3]=[C:4]([N:9]2[C:10](=[O:11])[NH:12][C:15](=[O:16])[O:13]2)[CH:5]=[CH:6][C:7]=1[Cl:8] |f:3.4|. Reported procedure: 1-(3,4-Dichlorophenyl)-1-hydroxyurea (6.0 grams) dissolved in aqueous sodium hydroxide (13 ml; 2.0 M) is charged into a glass reaction vessel equipped with a mechanical stirrer and thermometer. The reaction mixture is cooled to a temperature of 10° to 15°C and ethyl chloroformate (2.5 ml) is slowly added with stirring resulting in the formation of a white precipitate. After the addition is completed stirring is continued for a period of about 1/2 hour. After this time the reaction mixture is pou... Reactants: O (water), FC=1C=CC(=C(C1)N1C(N(C(N(C1=O)C)=O)CC(=O)OC)=O)[N+](=O)[O-] (methyl 3-(5-fluoro-2-nitrophenyl)tetrahydro-5-methyl-2,4,6-trioxo-s-triazine-1-(2H)-acetate), OC1=NC=CC=C1 (2-hydroxypyridine), C([O-])([O-])=O.[K+].[K+] (potassium carbonate). Run in C(Cl)Cl (methylene chloride), CO (methanol), CN(C=O)C (N,N-dimethylformamide). Reaction conditions: time 8 hour. Product: CN1C(N(C(N(C1=O)C1=C(C=CC(=C1)OC1=NC=CC=C1)[N+](=O)[O-])=O)CC(=O)OC)=O (Methyl tetrahydro-3-methyl-5-[2-nitro-5-(2-pyridyloxy)phenyl]-2,4,6-trioxo-s-triazine-1(2H)-acetate). Reaction SMILES: F[C:2]1[CH:3]=[CH:4][C:5]([N+:23]([O-:25])=[O:24])=[C:6]([N:8]2[C:13](=[O:14])[N:12]([CH3:15])[C:11](=[O:16])[N:10]([CH2:17][C:18]([O:20][CH3:21])=[O:19])[C:9]2=[O:22])[CH:7]=1.[OH:26][C:27]1[CH:32]=[CH:31][CH:30]=[CH:29][N:28]=1.C(=O)([O-])[O-].[K+].[K+].O>CN(C)C=O.C(Cl)Cl.CO>[CH3:15][N:12]1[C:13](=[O:14])[N:8]([C:6]2[CH:7]=[C:2]([O:26][C:27]3[CH:32]=[CH:31][CH:30]=[CH:29][N:28]=3)[CH:3]=[CH:4][C:5]=2[N+:23]([O-:25])=[O:24])[C:9](=[O:22])[N:10]([CH2:17][C:18]([O:20][CH3:21])=[O:19])[C:11]1=[O:16] |f:2.3.4|. Procedure details: A mixture of methyl 3-(5-fluoro-2-nitrophenyl)tetrahydro-5-methyl-2,4,6-trioxo-s-triazine-1-(2H)-acetate (0.55 g, 1.55 mmol), 2-hydroxypyridine (0.25 g, 2.58 mmol) and potassium carbonate (0.37 g, 2.64 mmol) in N,N-dimethylformamide is stirred at room temperature overnight and poured into water. The aqueous mixture is extracted with ethyl acetate. The organic extracts are combined, washed sequentially with water, 0.2M sodium hydroxide solution, water and brine, dried over anhydrous magnesium sul...